This data is from the Open Reaction Database (ORD), a public repository of structured organic reaction records. The task is: describe an organic reaction: reactants, conditions, products, and yield Starting materials: C1CCOC1, COc1ccc2c(OCCn3cc(C4C=CCCO4)ccc3=O)ccnc2c1, O=[Pt]. The product is COc1ccc2c(OCCn3cc(C4CCCCO4)ccc3=O)ccnc2c1. As a reaction SMILES: [CH2:31]1[O:32][CH2:33][CH2:34][CH2:35]1.[O:1]1[CH:2]([c:7]2[cH:8][cH:9][c:10](=[O:28])[n:11]([CH2:13][CH2:14][O:15][c:16]3[cH:17][cH:18][n:19][c:20]4[cH:21][c:22]([O:26][CH3:27])[cH:23][cH:24][c:25]34)[cH:12]2)[CH:3]=[CH:4][CH2:5][CH2:6]1.[Pt:29]=[O:30]>>[O:1]1[CH:2]([c:7]2[cH:8][cH:9][c:10](=[O:28])[n:11]([CH2:13][CH2:14][O:15][c:16]3[cH:17][cH:18][n:19][c:20]4[cH:21][c:22]([O:26][CH3:27])[cH:23][cH:24][c:25]34)[cH:12]2)[CH2:3][CH2:4][CH2:5][CH2:6]1. Reactants: ClC1=CC=2C3=C(NC2C=C1)CCN(C3(C)C)C (8-chloro-2,3,4,5-tetrahydro-1,1,2-trimethyl-1H-pyrido[4,3-b]indole), FC(C1=NC=C(C=C1)C=C)(F)F (2-(trifluoromethyl)-5-vinylpyridine), [OH-].[K+] (KOH). Run in CN1CCCC1=O (NMP). Yields the product ClC1=CC=2C3=C(N(C2C=C1)CCC=1C=NC(=CC1)C(F)(F)F)CCN(C3(C)C)C (8-chloro-5-(2-(6-(trifluoromethyl)pyridin-3-yl)ethyl)-2,3,4,5-tetrahydro-1,1,2-trimethyl-1H-pyrido[4,3-b]indole). As a reaction SMILES: [Cl:1][C:2]1[CH:10]=[CH:9][C:8]2[NH:7][C:6]3[CH2:11][CH2:12][N:13]([CH3:17])[C:14]([CH3:16])([CH3:15])[C:5]=3[C:4]=2[CH:3]=1.[F:18][C:19]([F:29])([F:28])[C:20]1[CH:25]=[CH:24][C:23]([CH:26]=[CH2:27])=[CH:22][N:21]=1.[OH-].[K+]>CN1C(=O)CCC1>[Cl:1][C:2]1[CH:10]=[CH:9][C:8]2[N:7]([CH2:27][CH2:26][C:23]3[CH:22]=[N:21][C:20]([C:19]([F:29])([F:18])[F:28])=[CH:25][CH:24]=3)[C:6]3[CH2:11][CH2:12][N:13]([CH3:17])[C:14]([CH3:15])([CH3:16])[C:5]=3[C:4]=2[CH:3]=1 |f:2.3|. Procedure: The title compound is prepared from a mixture of 8-chloro-2,3,4,5-tetrahydro-1,1,2-trimethyl-1H-pyrido[4,3-b]indole, 2-(trifluoromethyl)-5-vinylpyridine and KOH (5-7 equiv) in NMP at a temperature ranging between 25 deg C. to 100 deg C. The product obtained is isolated by preparative HPLC. The reactants are BrB(Br)Br, ClCCl, COc1ccc(Cc2cccnc2)cc1I. Product: Oc1ccc(Cc2cccnc2)cc1I. RXN SMILES: [B:1]([Br:2])([Br:3])[Br:4].[Cl:21][CH2:22][Cl:23].[I:5][c:6]1[cH:7][c:8]([CH2:9][c:10]2[cH:11][n:12][cH:13][cH:14][cH:15]2)[cH:16][cH:17][c:18]1[O:19][CH3:20]>>[I:5][c:6]1[cH:7][c:8]([CH2:9][c:10]2[cH:11][n:12][cH:13][cH:14][cH:15]2)[cH:16][cH:17][c:18]1[OH:19]. Reactants: CC(C)(C)c1ccc(CNCCc2cccc(C(F)(F)F)c2)cc1, ClCCCl, ClCCl, Cl, O=C(O)c1cc(F)cc2cc[nH]c12. The product is CC(C)(C)c1ccc(CN(CCc2cccc(C(F)(F)F)c2)C(=O)c2cc(F)cc3cc[nH]c23)cc1. RXN SMILES: [C:14]([CH3:15])([CH3:16])([CH3:17])[c:18]1[cH:19][cH:20][c:21]([CH2:22][NH:23][CH2:24][CH2:25][c:26]2[cH:27][c:28]([C:32]([F:33])([F:34])[F:35])[cH:29][cH:30][cH:31]2)[cH:36][cH:37]1.[CH2:38]([Cl:39])[CH2:40][Cl:41].[Cl:43][CH2:44][Cl:45].[ClH:42].[F:1][c:2]1[cH:3][c:4]2[cH:5][cH:6][nH:7][c:8]2[c:9]([C:11](=[O:12])[OH:13])[cH:10]1>>[F:1][c:2]1[cH:3][c:4]2[cH:5][cH:6][nH:7][c:8]2[c:9]([C:11](=[O:13])[N:23]([CH2:22][c:21]2[cH:20][cH:19][c:18]([C:14]([CH3:15])([CH3:16])[CH3:17])[cH:37][cH:36]2)[CH2:24][CH2:25][c:26]2[cH:27][c:28]([C:32]([F:33])([F:34])[F:35])[cH:29][cH:30][cH:31]2)[cH:10]1. Starting materials: COC(=O)c1c(-c2c(OC)cccc2OC)ccc(NC(C)(C)C(=O)OC)c1[N+](=O)[O-], CCO, CCOC(C)=O, [Na+], O=C([O-])O, Cl[Sn]Cl. The product is COC(=O)c1c(-c2c(OC)cccc2OC)ccc2c1NC(=O)C(C)(C)N2. RXN SMILES: [CH3:1][O:2][C:3](=[O:4])[c:5]1[c:6](-[c:22]2[c:23]([O:30][CH3:31])[cH:24][cH:25][cH:26][c:27]2[O:28][CH3:29])[cH:7][cH:8][c:9]([NH:14][C:15]([CH3:16])([CH3:17])[C:18]([O:12][CH3:13])=[O:19])[c:10]1[N+:11]([O-:20])=[O:21].[CH3:40][CH2:41][OH:42].[CH3:43][CH2:44][O:45][C:46]([CH3:47])=[O:48].[Na+:39].[O-:35][C:36]([OH:37])=[O:38].[Sn:32]([Cl:33])[Cl:34]>>[CH3:1][O:2][C:3](=[O:4])[c:5]1[c:6](-[c:22]2[c:23]([O:30][CH3:31])[cH:24][cH:25][cH:26][c:27]2[O:28][CH3:29])[cH:7][cH:8][c:9]2[c:10]1[NH:11][C:18](=[O:19])[C:15]([CH3:16])([CH3:17])[NH:14]2. Reactants: ClC=1C=C(C(=NC1)CN(C1CCNCC1)CC1=NC=CC2=CC=CC=C12)C ((5-Chloro-3-methyl-pyridin-2-ylmethyl)-isoquinolin-1-ylmethyl-piperidine-4-yl-amine), O(C1=CC=CC=C1)C(=O)NO (N-(phenoxycarbonyl)hydroxylamine). Solvent: C1CCOC1 (THF). Isolated yield 50.4%. Product: ONC(=O)N1CCC(CC1)N(CC1=NC=CC2=CC=CC=C12)CC1=NC=C(C=C1C)Cl (4-[(5-Chloro-3-methyl-pyridin-2-ylmethyl)-isoquinolin-1-ylmethyl-amino]-piperidine-1-carboxylic acid hydroxyamide). As a reaction SMILES: [Cl:1][C:2]1[CH:3]=[C:4]([CH3:27])[C:5]([CH2:8][N:9]([CH2:16][C:17]2[C:26]3[C:21](=[CH:22][CH:23]=[CH:24][CH:25]=3)[CH:20]=[CH:19][N:18]=2)[CH:10]2[CH2:15][CH2:14][NH:13][CH2:12][CH2:11]2)=[N:6][CH:7]=1.[O:28]([C:35]([NH:37][OH:38])=O)C1C=CC=CC=1>C1COCC1>[OH:38][NH:37][C:35]([N:13]1[CH2:14][CH2:15][CH:10]([N:9]([CH2:8][C:5]2[C:4]([CH3:27])=[CH:3][C:2]([Cl:1])=[CH:7][N:6]=2)[CH2:16][C:17]2[C:26]3[C:21](=[CH:22][CH:23]=[CH:24][CH:25]=3)[CH:20]=[CH:19][N:18]=2)[CH2:11][CH2:12]1)=[O:28]. Procedure details: A solution of (5-Chloro-3-methyl-pyridin-2-ylmethyl)-isoquinolin-1-ylmethyl-piperidine-4-yl-amine (140 mg, 0.37 mmol) and N-(phenoxycarbonyl)hydroxylamine (112 mg, 0.74 mmol) in anhydrous THF (4 mL) was stirred for 16 hours at 70° C. The solution was then cooled and concentrated under reduced pressure and dried in vacuo. The crude material was purified by column chromatography with silica gel (50:1:0.1 CH2Cl2/MeOH/NH4OH) to give COMPOUND 308 as a white solid (82 mg, 51%). 1H NMR (CDCl3): δ 1.73 ... The reactants are [BH4-], O=C1CCC(OCc2ccccc2)CC1F, CO, Cl, [Na+]. Yields the product OC1CCC(OCc2ccccc2)CC1F. As a reaction SMILES: [BH4-:17].[CH2:1]([c:2]1[cH:3][cH:4][cH:5][cH:6][cH:7]1)[O:8][CH:9]1[CH2:10][CH:11]([F:16])[C:12](=[O:15])[CH2:13][CH2:14]1.[CH3:20][OH:21].[ClH:19].[Na+:18]>>[CH2:1]([c:2]1[cH:3][cH:4][cH:5][cH:6][cH:7]1)[O:8][CH:9]1[CH2:10][CH:11]([F:16])[CH:12]([OH:15])[CH2:13][CH2:14]1. Reactants: O=C([O-])[O-], CC(C)(C)O, CC(C)c1cc(C(C)C)c(-c2ccccc2P(C2CCCCC2)C2CCCCC2)c(C(C)C)c1, Cc1c[nH]c2nccc(Cl)c12, Nc1ccc([N+](=O)[O-])cc1F, [K+], [K+], O=C(C=Cc1ccccc1)C=Cc1ccccc1, O=C(C=Cc1ccccc1)C=Cc1ccccc1, O=C(C=Cc1ccccc1)C=Cc1ccccc1, [Pd], [Pd]. Product: Cc1c[nH]c2nccc(Nc3ccc([N+](=O)[O-])cc3F)c12. As a reaction SMILES: [C:57](=[O:58])([O-:59])[O-:60].[CH3:63][C:64]([OH:65])([CH3:66])[CH3:67].[CH:23]1([P:24]([CH:25]2[CH2:26][CH2:27][CH2:28][CH2:29][CH2:30]2)[c:31]2[cH:32][cH:33][cH:34][cH:35][c:36]2-[c:37]2[c:38]([CH:39]([CH3:40])[CH3:41])[cH:42][c:43]([CH:44]([CH3:45])[CH3:46])[cH:47][c:48]2[CH:49]([CH3:50])[CH3:51])[CH2:52][CH2:53][CH2:54][CH2:55][CH2:56]1.[Cl:1][c:2]1[c:3]2[c:4]([n:5][cH:6][cH:7]1)[nH:8][cH:9][c:10]2[CH3:11].[F:12][c:13]1[c:14]([NH2:15])[cH:16][cH:17][c:18]([N+:20](=[O:21])[O-:22])[cH:19]1.[K+:61].[K+:62].[O:106]=[C:107]([CH:108]=[CH:109][c:110]1[cH:111][cH:112][cH:113][cH:114][cH:115]1)[CH:116]=[CH:117][c:118]1[cH:119][cH:120][cH:121][cH:122][cH:123]1.[O:70]=[C:71]([CH:72]=[CH:73][c:74]1[cH:75][cH:76][cH:77][cH:78][cH:79]1)[CH:80]=[CH:81][c:82]1[cH:83][cH:84][cH:85][cH:86][cH:87]1.[O:88]=[C:89]([CH:90]=[CH:91][c:92]1[cH:93][cH:94][cH:95][cH:96][cH:97]1)[CH:98]=[CH:99][c:100]1[cH:101][cH:102][cH:103][cH:104][cH:105]1.[Pd:68].[Pd:69]>>[c:2]1([NH:15][c:14]2[c:13]([F:12])[cH:19][c:18]([N+:20](=[O:21])[O-:22])[cH:17][cH:16]2)[c:3]2[c:4]([n:5][cH:6][cH:7]1)[nH:8][cH:9][c:10]2[CH3:11]. As a reaction SMILES: C1(C)C=CC=CC=1.[CH3:8][N:9]1[C:18]2[C:13](=[CH:14][CH:15]=[C:16](C(O)=O)[CH:17]=2)[CH2:12][CH2:11][C:10]1=[O:22].C1(P([N:37]=[N+]=[N-])(C2C=CC=CC=2)=O)C=CC=CC=1.C(O)(C)(C)C>C(N(CC)CC)C>[NH2:37][C:16]1[CH:17]=[C:18]2[C:13]([CH2:12][CH2:11][C:10](=[O:22])[N:9]2[CH3:8])=[CH:14][CH:15]=1. Isolated yield 46.6%. Product: NC1=CC=C2CCC(N(C2=C1)C)=O (7-amino-1-methyl-3,4-dihydroquinolin-2(1H)-one). Reaction conditions: time 14 hour. Reported procedure: Into 10 ml of toluene was suspended 200 mg of 1-methyl-2-oxo-1,2,3,4-tetrahydroquinoline-7-carboxylic acid, and then 268 mg of diphenylphosphoryl azide (DPPA), 722 mg of tert-butyl alcohol, and 0.135 ml of triethylamine were added thereto, followed by 14 hours of stirring under reflux with heating. After cooling, the reaction solution was concentrated under reduced pressure, water was added to the residue, and the organic layer was extracted with ethyl acetate. After the organic layer was dried ... Reactants: C1(=CC=CC=C1)C (toluene), CN1C(CCC2=CC=C(C=C12)C(=O)O)=O (1-methyl-2-oxo-1,2,3,4-tetrahydroquinoline-7-carboxylic acid), C1(=CC=CC=C1)P(=O)(C1=CC=CC=C1)N=[N+]=[N-] (diphenylphosphoryl azide), C(C)(C)(C)O (tert-butyl alcohol). Run in C(C)N(CC)CC (triethylamine). Starting materials: IC=1C=C(C#N)C=CC1 (3-iodobenzonitrile), C1(=CC=CC=C1)P(C1=CC=CC=C1)C1=CC=CC=C1 (triphenylphosphine), C(C#C)O (propargyl alcohol), C(C)(C)N(CC)C(C)C (diisopropylethylamine). Reagents/catalysts: [Cu]I (copper(I) iodide), C1=CC=C(C=C1)/C=C/C(=O)/C=C/C2=CC=CC=C2.C1=CC=C(C=C1)/C=C/C(=O)/C=C/C2=CC=CC=C2.C1=CC=C(C=C1)/C=C/C(=O)/C=C/C2=CC=CC=C2.C(Cl)(Cl)Cl.[Pd].[Pd] (tris(dibenzylideneacetone)dipalladium(0) chloroform adduct). Solvent: [Cl-].[Na+].O (brine), O1CCCC1 (tetrahydrofuran). Run at time 23 hour. Yields the product C(#N)C=1C=C(C=CC1)C#CCO (3-(3-cyanophenyl)-2-propyne-1-ol). As a reaction SMILES: I[C:2]1[CH:3]=[C:4]([CH:7]=[CH:8][CH:9]=1)[C:5]#[N:6].C1(P(C2C=CC=CC=2)C2C=CC=CC=2)C=CC=CC=1.[CH2:29]([OH:32])[C:30]#[CH:31].C(N(C(C)C)CC)(C)C>[Cl-].[Na+].O.[Cu]I.C1C=CC(/C=C/C(/C=C/C2C=CC=CC=2)=O)=CC=1.C1C=CC(/C=C/C(/C=C/C2C=CC=CC=2)=O)=CC=1.C1C=CC(/C=C/C(/C=C/C2C=CC=CC=2)=O)=CC=1.C(Cl)(Cl)Cl.[Pd].[Pd].O1CCCC1>[C:5]([C:4]1[CH:3]=[C:2]([C:31]#[C:30][CH2:29][OH:32])[CH:9]=[CH:8][CH:7]=1)#[N:6] |f:4.5.6,8.9.10.11.12.13|. Procedure: A mixture of 3-iodobenzonitrile (10.0 g), copper(I) iodide (166 mg), triphenylphosphine (572 mg), tris(dibenzylideneacetone)dipalladium(0) chloroform adduct (904 mg), propargyl alcohol (2.83 ml), diisopropylethylamine (30.5 ml) and tetrahydrofuran (170 ml) was stirred at room temperature for 23 hr. The reaction mixture was added to brine, and the mixture was extracted with ethyl acetate, washed with saturated brine, and dried over anhydrous magnesium sulfate. The solvent was evaporated under red...